Dataset: the Open Reaction Database (ORD), a public repository of structured organic reaction records. Task: describe an organic reaction: reactants, conditions, products, and yield As a reaction SMILES: [Al+3:2].[CH2:17]1[O:18][CH2:19][CH2:20][CH2:21]1.[H-:1].[H-:4].[H-:5].[H-:6].[Li+:3].[O:7]1[CH2:8][CH2:9][CH:10]([CH2:13][C:14](=[O:15])[OH:16])[CH2:11][CH2:12]1>>[O:7]1[CH2:8][CH2:9][CH:10]([CH2:13][CH2:14][OH:15])[CH2:11][CH2:12]1. Starting materials: [Al+3], C1CCOC1, [H-], [H-], [H-], [H-], [Li+], O=C(O)CC1CCOCC1. Product: OCCC1CCOCC1. The reactants are C(#N)C1=CC=C(C=C(C(=O)OCC)C(C)=O)C=C1 (ethyl 2-(4-cyanobenzylidene)-3-oxobutanoate), N1N=C(N=C1)N (1H-1,2,4-triazole-3-amine), C([O-])(O)=O.[Na+] (sodium bicarbonate). As a reaction SMILES: [C:1]([C:3]1[CH:18]=[CH:17][C:6]([CH:7]=[C:8]([C:14](=O)[CH3:15])[C:9]([O:11][CH2:12][CH3:13])=[O:10])=[CH:5][CH:4]=1)#[N:2].[NH:19]1[CH:23]=[N:22][C:21]([NH2:24])=[N:20]1.C(=O)(O)[O-].[Na+]>CN(C=O)C>[C:1]([C:3]1[CH:18]=[CH:17][C:6]([CH:7]2[N:20]3[N:19]=[CH:23][N:22]=[C:21]3[NH:24][C:14]([CH3:15])=[C:8]2[C:9]([O:11][CH2:12][CH3:13])=[O:10])=[CH:5][CH:4]=1)#[N:2] |f:2.3|. Conditions: temperature 65 celsius, time 12 hour. The solvent is CN(C)C=O (DMF). Procedure: Under an atmosphere of argon, ethyl 2-(4-cyanobenzylidene)-3-oxobutanoate (300 mg, 1.2 mmol) and 1H-1,2,4-triazole-3-amine (130 mg, 1.5 mmol, 1.2 eq.) were dissolved in DMF (3 ml) and solid sodium bicarbonate (518 mg, 6.2 mmol, 5 eq.) was added. The mixture was stirred at 65° C. for 12 h. The mixture was then filtered, and the DMF from the filtrate was distilled off under reduced pressure. The residue was purified by preparative HPLC (Gromsil C18 column, 30×250 mm; mobile phase: acetonitrile-wat... Yields the product C(#N)C1=CC=C(C=C1)C1C(=C(NC=2N1N=CN2)C)C(=O)OCC ((rac)-Ethyl 7-(4-cyanophenyl)-5-methyl-4,7-dihydro[1,2,4]triazolo[1,5-a]pyrimidine-6-carboxylate). The reactants are C(#N)C=1C=C2C(NC=NC2=CC1)=O (6-cyanoquinazolin-4(3H)-one), BrCC(C[C@@H]1N(CCC[C@H]1OC)C(=O)OCC=C)=O (allyl trans-2-(3-bromo-2-oxopropyl)-3-methoxypiperidine-1-carboxylate). The product is C(#N)C=1C=C2C(N(C=NC2=CC1)CC(C[C@@H]1N(CCC[C@H]1OC)C(=O)OCC=C)=O)=O (Allyl trans-2-[3-(6-Cyanoquinazolin-4(3H)-on-3-yl)-2-oxopropyl]-3-methoxypiperidine-1-carboxylate). Yield: 49.0%. Reaction SMILES: [C:1]([C:3]1[CH:4]=[C:5]2[C:10](=[CH:11][CH:12]=1)[N:9]=[CH:8][NH:7][C:6]2=[O:13])#[N:2].Br[CH2:15][C:16](=[O:32])[CH2:17][C@H:18]1[C@H:23]([O:24][CH3:25])[CH2:22][CH2:21][CH2:20][N:19]1[C:26]([O:28][CH2:29][CH:30]=[CH2:31])=[O:27]>>[C:1]([C:3]1[CH:4]=[C:5]2[C:10](=[CH:11][CH:12]=1)[N:9]=[CH:8][N:7]([CH2:15][C:16](=[O:32])[CH2:17][C@H:18]1[C@H:23]([O:24][CH3:25])[CH2:22][CH2:21][CH2:20][N:19]1[C:26]([O:28][CH2:29][CH:30]=[CH2:31])=[O:27])[C:6]2=[O:13])#[N:2]. Procedure: By the method of Example 4, 6-cyanoquinazolin-4(3H)-one and allyl trans-2-(3-bromo-2-oxopropyl)-3-methoxypiperidine-1-carboxylate were converted to title compound in 49% yield; 1H-NMR(CDCl3) 1.2-1.9 (m, 4H), 2.9 (d, 2H), 2.9-3.5 (m, 4H), 4.6-6.2 (m, 5H), 5.2 (s, 2H), 7.8-8.6 (m, 4H).